Task: describe an organic reaction: reactants, conditions, products, and yield. Dataset: the Open Reaction Database (ORD), a public repository of structured organic reaction records Starting materials: 117, FC(C1=CC=C(C=C1)C=O)(F)F ((4-trifluoromethylphenyl)methanone), CO (methanol), [BH4-].[Na+] (sodium tetrahydroborate). Run in O (water). Run at time 18 hour. Product: 130, FC(C1=CC=C(C=C1)CO)(F)F (4-(trifluoromethyl)benzenemethanol). Isolated yield 100.0%. As a reaction SMILES: [F:1][C:2]([F:12])([F:11])[C:3]1[CH:8]=[CH:7][C:6]([CH:9]=[O:10])=[CH:5][CH:4]=1.CO.[BH4-].[Na+]>O>[F:1][C:2]([F:11])([F:12])[C:3]1[CH:4]=[CH:5][C:6]([CH2:9][OH:10])=[CH:7][CH:8]=1 |f:2.3|. Procedure: To a solution of 117 parts of (4-trifluoromethylphenyl)methanone in 136 parts of methanol there were added portionwise 13.1 parts of sodium tetrahydroborate under a nitrogen atmosphere, while cooling on ice. After stirring for 18 hours at room temperature, the reaction mixture was poured into water which was acidified with HCI (20%). The product was extracted with 2,2'-oxybispropane (2×) and the combined extracts were washed with water, dried, filtered and evaporated, yielding 130 parts (100%) o... Reactants: FC(CCCOCCCCCC(=O)OCC)(C(F)(F)F)F (Ethyl 6-[(4,4,5,5,5-pentafluoropentyl)oxy]hexanoate), [OH-].[Na+] (sodium hydroxide). The solvent is O1CCOCC1 (1,4-dioxane). Reaction conditions: temperature 20 celsius, time 4 hour. The product is FC(CCCOCCCCCC(=O)O)(C(F)(F)F)F (6-[(4,4,5,5,5-Pentafluoropentyl)oxy]hexanoic acid). As a reaction SMILES: [F:1][C:2]([F:21])([C:17]([F:20])([F:19])[F:18])[CH2:3][CH2:4][CH2:5][O:6][CH2:7][CH2:8][CH2:9][CH2:10][CH2:11][C:12]([O:14]CC)=[O:13].[OH-].[Na+]>O1CCOCC1>[F:1][C:2]([F:21])([C:17]([F:18])([F:19])[F:20])[CH2:3][CH2:4][CH2:5][O:6][CH2:7][CH2:8][CH2:9][CH2:10][CH2:11][C:12]([OH:14])=[O:13] |f:1.2|. Reported procedure: To a stirred solution of the product of step (b) in 1,4-dioxane (5 ml) was added 0.1M sodium hydroxide solution (5 ml) and the reaction was stirred at 20° C. for 4 hours. The reaction volume was reduced by 50% in vacuo and then partitioned between water (50 ml) and dichloromethane (50 ml). The aqueous layer was acidified to pH 1 by the addition of 2M hydrochloric acid and then extracted with dichloromethane (3×50 ml). The combined organic layers were dried over magnesium sulphate and the solvent... The reactants are ClC1=NC=C(C(=N1)Cl)C(=O)OCC (2,4-dichloro-5-ethoxycarbonylpyrimidine), NC=1C=CC=C2C=NNC12 (7-aminoindazole). Yields the product N1N=CC2=CC=CC(=C12)NC1=NC=C(C(=N1)NC=1C=CC=C2C=NNC12)C(=O)OCC (N2,N4-bis(7-indazolyl)-5-ethoxycarbonyl-2,4-pyrimidinediamine). Reaction SMILES: Cl[C:2]1[N:7]=[C:6](Cl)[C:5]([C:9]([O:11][CH2:12][CH3:13])=[O:10])=[CH:4][N:3]=1.[NH2:14][C:15]1[CH:16]=[CH:17][CH:18]=[C:19]2[C:23]=1[NH:22][N:21]=[CH:20]2>>[NH:22]1[C:23]2[C:19](=[CH:18][CH:17]=[CH:16][C:15]=2[NH:14][C:2]2[N:7]=[C:6]([NH:14][C:15]3[CH:16]=[CH:17][CH:18]=[C:19]4[C:23]=3[NH:22][N:21]=[CH:20]4)[C:5]([C:9]([O:11][CH2:12][CH3:13])=[O:10])=[CH:4][N:3]=2)[CH:20]=[N:21]1. Procedure details: In like manner to N2,N4-bis(3-hydroxyphenyl)-5-ethoxycarbonyl-2,4-pyrimidinediamine, 2,4-dichloro-5-ethoxycarbonylpyrimidine and 7-aminoindazole were reacted to yield N2,N4-bis(7-indazolyl)-5-ethoxycarbonyl-2,4-pyrimidinediamine. 1H NMR (DMSO-d6): δ 8.70 (s, 1H), 7.54 (d, 2H J=8.4 Hz), 7.37 (m, 6H), 4.3 (q, 2H, J=7.0 Hz), 1.33 (3H, J=7 Hz); LCMS: ret. time 23.61 min.; purity: 94%; MS (m/e): 415 (MH+). The reactants are BrC1=C(C=C(C=C1)I)F (1-bromo-2-fluoro-4-iodobenzene), tetrakistriphenylphosphine palladium(O), C1=CC=CC=C1 (benzene), C([O-])([O-])=O.[Na+].[Na+] (sodium carbonate), C(CC)C1=CC=C(C=C1)OB(O)O (4-propylphenylboric acid). The solvent is C(C)O (ethanol). Yields the product BrC1=C(C=C(C=C1)C1=CC=C(C=C1)CCC)F (4-bromo-3-fluoro-4'-propylbiphenyl). The yield is 43.5%. Reaction SMILES: [CH2:1]([C:4]1[CH:9]=[CH:8][C:7](OB(O)O)=[CH:6][CH:5]=1)[CH2:2][CH3:3].[Br:14][C:15]1[CH:20]=[CH:19][C:18](I)=[CH:17][C:16]=1[F:22].C1C=CC=CC=1.C(=O)([O-])[O-].[Na+].[Na+]>C(O)C>[Br:14][C:15]1[CH:20]=[CH:19][C:18]([C:7]2[CH:8]=[CH:9][C:4]([CH2:1][CH2:2][CH3:3])=[CH:5][CH:6]=2)=[CH:17][C:16]=1[F:22] |f:3.4.5|. Procedure details: A solution of 16.5 g of 4-propylphenylboric acid as dissolved in 130 ml of ethanol was dropwise added to a mixture comprising 30 g of 1-bromo-2-fluoro-4-iodobenzene, 1.6 g of tetrakistriphenylphosphine palladium(O), 186 ml of benzene and 140 ml of 2M aqueous sodium carbonate solution, in nitrogen atmosphere at room temperature. The reaction solution was then refluxed for 5 hours, cooled to room temperature, extracted with chloroform and washed three times with water, and chloroform was removed b... The reactants are [Br-], CCCCC[Zn+], C1CCOC1, COC(=O)c1ccc(C2OC=CCO2)cc1Br. Product: CCCCCc1cc(C2OC=CCO2)ccc1C(=O)OC. As a reaction SMILES: [Br-:18].[CH2:19]([CH2:20][CH2:21][CH2:22][CH3:23])[Zn+:24].[CH2:25]1[O:26][CH2:27][CH2:28][CH2:29]1.[CH3:1][O:2][C:3]([c:4]1[c:5]([Br:16])[cH:6][c:7]([CH:10]2[O:11][CH:12]=[CH:13][CH2:14][O:15]2)[cH:8][cH:9]1)=[O:17]>>[CH3:1][O:2][C:3]([c:4]1[c:5]([CH2:19][CH2:20][CH2:21][CH2:22][CH3:23])[cH:6][c:7]([CH:10]2[O:11][CH:12]=[CH:13][CH2:14][O:15]2)[cH:8][cH:9]1)=[O:17]. Reactants: BrCCCCBr, CCCC[N+](CCCC)(CCCC)CCCC, OCCc1ccc(F)cc1, [Na+], [OH-], O, O=S(=O)([O-])O. The product is Fc1ccc(CCOCCCCBr)cc1. Reaction SMILES: [Br:11][CH2:12][CH2:13][CH2:14][CH2:15][Br:16].[CH2:24]([N+:25]([CH2:26][CH2:27][CH2:28][CH3:29])([CH2:30][CH2:31][CH2:32][CH3:33])[CH2:34][CH2:35][CH2:36][CH3:37])[CH2:38][CH2:39][CH3:40].[F:1][c:2]1[cH:3][cH:4][c:5]([CH2:8][CH2:9][OH:10])[cH:6][cH:7]1.[Na+:18].[OH-:17].[OH2:41].[S:19](=[O:20])(=[O:21])([OH:22])[O-:23]>>[F:1][c:2]1[cH:3][cH:4][c:5]([CH2:8][CH2:9][O:10][CH2:15][CH2:14][CH2:13][CH2:12][Br:11])[cH:6][cH:7]1.